Task: describe an organic reaction: reactants, conditions, products, and yield. Dataset: the Open Reaction Database (ORD), a public repository of structured organic reaction records The reactants are CC(C)(C)OC(=O)N1CC=C(B2OC(C)(C)C(C)(C)O2)CC1, COCCOC, Clc1ccc(Cl)nn1, [Na+], O=C([O-])O, c1ccc(P(c2ccccc2)(c2ccccc2)[Pd](P(c2ccccc2)(c2ccccc2)c2ccccc2)(P(c2ccccc2)(c2ccccc2)c2ccccc2)P(c2ccccc2)(c2ccccc2)c2ccccc2)cc1. The product is CC(C)(C)OC(=O)N1CC=C(c2ccc(Cl)nn2)CC1. Reaction SMILES: [CH3:14][C:15]1([CH3:16])[C:17]([CH3:18])([CH3:19])[O:20][B:21]([C:22]2=[CH:23][CH2:24][N:25]([C:28](=[O:29])[O:30][C:31]([CH3:32])([CH3:33])[CH3:34])[CH2:26][CH2:27]2)[O:35]1.[CH3:36][O:37][CH2:38][CH2:39][O:40][CH3:41].[Cl:6][c:7]1[n:8][n:9][c:10]([Cl:13])[cH:11][cH:12]1.[Na+:5].[O-:1][C:2]([OH:3])=[O:4].[cH:42]1[cH:43][cH:44][c:45]([P:46]([Pd:47]([P:48]([c:49]2[cH:50][cH:51][cH:52][cH:53][cH:54]2)([c:55]2[cH:56][cH:57][cH:58][cH:59][cH:60]2)[c:61]2[cH:62][cH:63][cH:64][cH:65][cH:66]2)([P:67]([c:68]2[cH:69][cH:70][cH:71][cH:72][cH:73]2)([c:74]2[cH:75][cH:76][cH:77][cH:78][cH:79]2)[c:80]2[cH:81][cH:82][cH:83][cH:84][cH:85]2)[P:86]([c:87]2[cH:88][cH:89][cH:90][cH:91][cH:92]2)([c:93]2[cH:94][cH:95][cH:96][cH:97][cH:98]2)[c:99]2[cH:100][cH:101][cH:102][cH:103][cH:104]2)([c:105]2[cH:106][cH:107][cH:108][cH:109][cH:110]2)[c:111]2[cH:112][cH:113][cH:114][cH:115][cH:116]2)[cH:117][cH:118]1>>[Cl:6][c:7]1[n:8][n:9][c:10]([C:22]2=[CH:23][CH2:24][N:25]([C:28](=[O:29])[O:30][C:31]([CH3:32])([CH3:33])[CH3:34])[CH2:26][CH2:27]2)[cH:11][cH:12]1. The reactants are N1=CNC2=C1C=CC=C2 (benzimidazole), amine, BrC=1C=C2C(=NC1)N(C=N2)C2=CC(=CC=C2)OC (6-bromo-3-(3-methoxyphenyl)-3H-imidazo[4,5-b]pyridine). The solvent is Br (hydrobromic acid), C(C)(=O)O (acetic acid), [OH-].[Na+] (sodium hydroxide). Conditions: temperature 100 celsius. Yields the product BrC=1C=C2C(=NC1)N(C=N2)C=2C=C(C=CC2)O (3-(6-bromoimidazo[4,5-b]pyridin-3-yl)phenol). Yield: 100.5%. Reaction SMILES: [Br:1][C:2]1[CH:3]=[C:4]2[N:10]=[CH:9][N:8]([C:11]3[CH:16]=[CH:15][CH:14]=[C:13]([O:17]C)[CH:12]=3)[C:5]2=[N:6][CH:7]=1.N1C2C=CC=CC=2NC=1>Br.C(O)(=O)C.[OH-].[Na+]>[Br:1][C:2]1[CH:3]=[C:4]2[N:10]=[CH:9][N:8]([C:11]3[CH:12]=[C:13]([OH:17])[CH:14]=[CH:15][CH:16]=3)[C:5]2=[N:6][CH:7]=1 |f:4.5|. Reported procedure: A suspension of 6-bromo-3-(3-methoxyphenyl)-3H-imidazo[4,5-b]pyridine (10.7 g, 35 mmol) in hydrobromic acid (80 ml of a 30 wt. % solution in acetic acid) was heated at 100° C. for 20 hours. After cooling to ambient temperature the reaction mixture was slowly dissolved in excess 3N sodium hydroxide, keeping the temperature <20° C. (to prevent hydrolysis of the benzimidazole back to the bis-amine). The aqueous phase was extracted with ether (×2) then adjusted to pH 7 with concentrated hydrochloric...